The task is: describe an organic reaction: reactants, conditions, products, and yield. This data is from the Open Reaction Database (ORD), a public repository of structured organic reaction records. Starting materials: O=C(OO)c1cccc(Cl)c1, O. The product is O=C(O)c1cccc(Cl)c1. RXN SMILES: [Cl:1][c:2]1[cH:3][c:4]([C:8](=[O:9])[O:10][OH:11])[cH:5][cH:6][cH:7]1.[OH2:12]>>[Cl:1][c:2]1[cH:3][c:4]([C:8](=[O:9])[OH:10])[cH:5][cH:6][cH:7]1. Reactants: BrBr (Bromine), CN1CCC(CC1)=C1C=2SC=CC2CCC2=C1C=CC=C2 (4-(1-methylpiperidin-4-ylidene)-9,10-dihydro-4H-3-thiabenzo[f]azulene), C([O-])(O)=O.[Na+] (sodium bicarbonate). Run in C(Cl)(Cl)Cl (chloroform). Conditions: time 2 day. The product is Br.BrC1=CC=2CCC3=C(C(C2S1)=C1CCN(CC1)C)C=CC=C3 (2-Bromo-4-(1-methylpiperidin-4-ylidene)-9,10-dihydro-4H-3-thiabenzo[f]azulene hydrobromide). Yield: 163.7%. Reaction SMILES: [Br:1]Br.[CH3:3][N:4]1[CH2:9][CH2:8][C:7](=[C:10]2[C:19]3[CH:20]=[CH:21][CH:22]=[CH:23][C:18]=3[CH2:17][CH2:16][C:15]3[CH:14]=[CH:13][S:12][C:11]2=3)[CH2:6][CH2:5]1.C(=O)(O)[O-].[Na+]>C(Cl)(Cl)Cl>[BrH:1].[Br:1][C:13]1[S:12][C:11]2[C:10](=[C:7]3[CH2:8][CH2:9][N:4]([CH3:3])[CH2:5][CH2:6]3)[C:19]3[CH:20]=[CH:21][CH:22]=[CH:23][C:18]=3[CH2:17][CH2:16][C:15]=2[CH:14]=1 |f:2.3,5.6|. Procedure: Bromine (0.52 mL, 10.2 mmol) was added dropwise to a chloroform (30 mL) solution of 4-(1-methylpiperidin-4-ylidene)-9,10-dihydro-4H-3-thiabenzo[f]azulene (3.0 g, 10.2 mmol) at 0° C. The mixture was stirred at room temperature for 2 days, and a saturated aqueous sodium bicarbonate solution was then added thereto to allow separation of an organic layer. The organic layer was washed with a saturated sodium chloride solution, and then dried over anhydrous sodium sulfate. The solvents were distilled ... Procedure details: [3-[[3-(2-Amino)-2-oxoethyl)-1-([1,1′-biphenyl]-2-ylmethyl)-2-methyl-1H-indol-5-yl]oxy]propyl]phosphonic acid. [3-[[3-(2-Amino-2-oxoethyl)-1-([1,1′-biphenyl]-2-ylmethyl)-2-methyl-1H-indol-5-yl]oxy]propyl]phosphonic acid dimethyl ester (130 mg, 0.25 mmol) and 0.3 mL (3 mmol) of trimethylsilyl bromide in 2 mL of methylene chloride was stirred for 16 hours, 5 mL of MeOH added, stirred 0.75 hours and concentrated at reduced pressure. The residue was crystallized from EtOAc/MeCN/HOAc/water to give 41... Product: NC(CC1=C(N(C2=CC=C(C=C12)OCCCP(O)(O)=O)CC1=C(C=CC=C1)C1=CC=CC=C1)C)=O ([3-[[3-(2-amino-2-oxoethyl)-1-([1,1′-biphenyl]-2-ylmethyl)-2-methyl-1H-indol-5-yl]oxy]propyl]phosphonic acid). The reactants are COP(OC)(=O)CCCOC=1C=C2C(=C(N(C2=CC1)CC1=C(C=CC=C1)C1=CC=CC=C1)C)CC(=O)N ([3-[[3-(2-Amino-2-oxoethyl)-1-([1,1′-biphenyl]-2-ylmethyl)-2-methyl-1H-indol-5-yl]oxy]propyl]phosphonic acid dimethyl ester), C[Si](C)(C)Br (trimethylsilyl bromide), P(O)(O)=O (phosphonic acid), CO (MeOH). Run in C(Cl)Cl (methylene chloride). Isolated yield 33.3%. RXN SMILES: P(=O)(O)O.C[O:6][P:7]([CH2:11][CH2:12][CH2:13][O:14][C:15]1[CH:16]=[C:17]2[C:21](=[CH:22][CH:23]=1)[N:20]([CH2:24][C:25]1[CH:30]=[CH:29][CH:28]=[CH:27][C:26]=1[C:31]1[CH:36]=[CH:35][CH:34]=[CH:33][CH:32]=1)[C:19]([CH3:37])=[C:18]2[CH2:38][C:39]([NH2:41])=[O:40])(=[O:10])[O:8]C.C[Si](Br)(C)C.CO>C(Cl)Cl>[NH2:41][C:39](=[O:40])[CH2:38][C:18]1[C:17]2[C:21](=[CH:22][CH:23]=[C:15]([O:14][CH2:13][CH2:12][CH2:11][P:7](=[O:6])([OH:10])[OH:8])[CH:16]=2)[N:20]([CH2:24][C:25]2[CH:30]=[CH:29][CH:28]=[CH:27][C:26]=2[C:31]2[CH:32]=[CH:33][CH:34]=[CH:35][CH:36]=2)[C:19]=1[CH3:37]. Conditions: time 0.75 hour. The reactants are [H-].[Na+] (sodium hydride), CN(CCCl)C (2-dimethylaminoethyl chloride), C(C)(C)(C)C=1C=C(C=C2C(NCC2)=O)C=C(C1O)C(C)(C)C (3-(3,5-di-tert-butyl-4-hydroxybenzylidene)-2-pyrrolidone). The solvent is CN(C=O)C (dimethylformamide). The product is CN(CCN1C(C(CC1)=CC1=CC(=C(C(=C1)C(C)(C)C)O)C(C)(C)C)=O)C (N-(2-dimethylaminoethyl)-3-(3,5-di-tert-butyl-4-hydroxybenzylidene)-2-pyrrolidone). The yield is 48.5%. RXN SMILES: [C:1]([C:5]1[CH:6]=[C:7]([CH:15]=[C:16]([C:19]([CH3:22])([CH3:21])[CH3:20])[C:17]=1[OH:18])[CH:8]=[C:9]1[CH2:13][CH2:12][NH:11][C:10]1=[O:14])([CH3:4])([CH3:3])[CH3:2].[H-].[Na+].[CH3:25][N:26]([CH3:30])[CH2:27][CH2:28]Cl>CN(C)C=O>[CH3:25][N:26]([CH3:30])[CH2:27][CH2:28][N:11]1[CH2:12][CH2:13][C:9](=[CH:8][C:7]2[CH:6]=[C:5]([C:1]([CH3:4])([CH3:3])[CH3:2])[C:17]([OH:18])=[C:16]([C:19]([CH3:22])([CH3:21])[CH3:20])[CH:15]=2)[C:10]1=[O:14] |f:1.2|. Procedure: 500 mg of 3-(3,5-di-tert-butyl-4-hydroxybenzylidene)-2-pyrrolidone was dissolved in 5 ml of dimethylformamide and 0.2 g of sodium hydride and 0.2 g of 2-dimethylaminoethyl chloride were successively added thereto under ice-cooling. Then the obtained mixture was allowed to react for one hour at room temperature. The reaction mixture was extracted with ethyl acetate, washed with water followed by a saturated saline solution and dried over anhydrous magnesium sulfate. After distilling the ethyl ace... The reactants are CC1=NC(=CC(=N1)N1CCC(CC1)C1=CC=CC=C1)NC (2-methyl-6-methylamino-4-(4-phenylpiperidino)pyrimidine), CI (methyl iodide). Run in O1CCOCC1 (dioxan). Yields the product [I-].C[N+]1=C(N=C(C=C1NC)N1CCC(CC1)C1=CC=CC=C1)C (1,2-dimethyl-6-methylamino-4-(4-phenylpiperidino)pyrimidinium iodide). The yield is 60.0%. RXN SMILES: [CH3:1][C:2]1[N:7]=[C:6]([N:8]2[CH2:13][CH2:12][CH:11]([C:14]3[CH:19]=[CH:18][CH:17]=[CH:16][CH:15]=3)[CH2:10][CH2:9]2)[CH:5]=[C:4]([NH:20][CH3:21])[N:3]=1.[CH3:22][I:23]>O1CCOCC1>[I-:23].[CH3:22][N+:3]1[C:4]([NH:20][CH3:21])=[CH:5][C:6]([N:8]2[CH2:9][CH2:10][CH:11]([C:14]3[CH:19]=[CH:18][CH:17]=[CH:16][CH:15]=3)[CH2:12][CH2:13]2)=[N:7][C:2]=1[CH3:1] |f:3.4|. Reported procedure: A mixture of 2-methyl-6-methylamino-4-(4-phenylpiperidino)pyrimidine (564 mg; 2 mM) and methyl iodide (1 ml; 16 mM) in dioxan (10 ml) was heated under reflux for 15 hours. The mixture was cooled, the solvent removed in vacuo and the residue was crystallised from a mixture of methanol and ether. There was thus obtained 1,2-dimethyl-6-methylamino-4-(4-phenylpiperidino)pyrimidinium iodide (506 mg, 60% yield) m.p. 193°-196° C.; microanalysis found: C,50.6; H,5.8; N,12.9%; C18H25N4I reqiures C,50.9; ... The reactants are CCOC(=O)CC#N, CC(=O)[O-], CC1CC(=O)CC1C, CC(=O)O, Cc1ccccc1, [NH4+]. The product is CCOC(=O)C(C#N)=C1CC(C)C(C)C1. RXN SMILES: [C:9](#[N:10])[CH2:11][C:12](=[O:13])[O:14][CH2:15][CH3:16].[CH3:18][C:19](=[O:20])[O-:21].[CH3:1][CH:2]1[CH2:3][C:4](=[O:8])[CH2:5][CH:6]1[CH3:7].[CH3:22][C:23](=[O:24])[OH:25].[CH3:26][c:27]1[cH:28][cH:29][cH:30][cH:31][cH:32]1.[NH4+:17]>>[CH3:1][CH:2]1[CH2:3][C:4](=[C:11]([C:9]#[N:10])[C:12](=[O:13])[O:14][CH2:15][CH3:16])[CH2:5][CH:6]1[CH3:7]. The reactants are ClC1=CC=C(C=C1)S(=O)(=O)NC(C(=O)NC1=CC(=CC=C1)C(=O)OCC)CN1C=NC=C1 ((RS)-2-(4-chlorobenzenesulfonylamino)-N-(3-ethoxycarbonylphenyl)-3-(1H-imidazol-1-yl)propanamide), Cl (HCl). The product is Cl.C(=O)(O)C=1C=C(C=CC1)NC(C(CN1C=NC=C1)NS(=O)(=O)C1=CC=C(C=C1)Cl)=O ((RS)-N-(3-carboxyphenyl)-2-(4-chlorobenzenesulfonylamino)-3-(1H-imidazol-1-yl)propanamide hydrochloride). Yield: 144.2%. RXN SMILES: [Cl:1][C:2]1[CH:7]=[CH:6][C:5]([S:8]([NH:11][CH:12]([CH2:27][N:28]2[CH:32]=[CH:31][N:30]=[CH:29]2)[C:13]([NH:15][C:16]2[CH:21]=[CH:20][CH:19]=[C:18]([C:22]([O:24]CC)=[O:23])[CH:17]=2)=[O:14])(=[O:10])=[O:9])=[CH:4][CH:3]=1.Cl>>[ClH:1].[C:22]([C:18]1[CH:17]=[C:16]([NH:15][C:13](=[O:14])[CH:12]([NH:11][S:8]([C:5]2[CH:4]=[CH:3][C:2]([Cl:1])=[CH:7][CH:6]=2)(=[O:10])=[O:9])[CH2:27][N:28]2[CH:32]=[CH:31][N:30]=[CH:29]2)[CH:21]=[CH:20][CH:19]=1)([OH:24])=[O:23] |f:2.3|. Procedure details: The procedure described in Example 92 was repeated, except that (RS)-2-(4-chlorobenzenesulfonylamino)-N-(3-ethoxycarbonylphenyl)-3-(1H-imidazol-1-yl)propanamide (35.3 mg) was hydrolyzed, and then reacted with HCl to obtain (RS)-N-(3-carboxyphenyl)-2-(4-chlorobenzenesulfonylamino)-3-(1H-imidazol-1-yl)propanamide hydrochloride (25.9 mg).